This data is from the Open Reaction Database (ORD), a public repository of structured organic reaction records. The task is: describe an organic reaction: reactants, conditions, products, and yield The reactants are FC(C1=C(C(=O)OC)C(=CC=C1)C(F)F)F (methyl 2,6-bis(difluoromethyl)benzoate), [OH-].[Li+] (lithium hydroxide). Run in CO (methanol), CO (methanol). Reaction conditions: temperature 21 celsius, time 2 hour. Product: FC(C1=C(C(=O)O)C(=CC=C1)C(F)F)F (2,6-Bis(difluoromethyl)benzoic acid). Isolated yield 75.7%. RXN SMILES: [F:1][CH:2]([F:16])[C:3]1[CH:12]=[CH:11][CH:10]=[C:9]([CH:13]([F:15])[F:14])[C:4]=1[C:5]([O:7]C)=[O:6].[OH-].[Li+]>CO>[F:1][CH:2]([F:16])[C:3]1[CH:12]=[CH:11][CH:10]=[C:9]([CH:13]([F:15])[F:14])[C:4]=1[C:5]([OH:7])=[O:6] |f:1.2|. Procedure details: To a solution of methyl 2,6-bis(difluoromethyl)benzoate (205 mg) in methanol (3 ml) was added a solution of lithium hydroxide (48 mg) in methanol (3 ml). It was stirred at 21° C. and the initial oily suspension slowly cleared over ca. 2 hours but insoluble material remained. It was stirred for a total of 20 hours and then evaporated to dryness. It was partitioned between ethyl acetate (10 ml) and water (10 ml), washed with ether (10 ml), acidified with 2M hydrochloric acid and extracted with eth... The product is CSc1nsc(OCc2cccs2)n1. The reactants are CN(C)C=O, [Cl-], CSc1nsc(Cl)n1, [H-], [Na+], [Na+], OCc1cccs1. As a reaction SMILES: [CH3:20][N:21]([CH3:22])[CH:23]=[O:24].[Cl-:19].[Cl:1][c:2]1[n:3][c:4]([S:7][CH3:8])[n:5][s:6]1.[H-:16].[Na+:17].[Na+:18].[s:9]1[c:10]([CH2:14][OH:15])[cH:11][cH:12][cH:13]1>>[c:2]1([O:15][CH2:14][c:10]2[s:9][cH:13][cH:12][cH:11]2)[n:3][c:4]([S:7][CH3:8])[n:5][s:6]1. The reactants are O=C([O-])[O-], CCOC(C)=O, O=C1CCC(=O)N1Cl, Cl, [K+], [K+], COc1ccn2cc(CCc3ccc4nc(N)oc4c3)nc2c1, C1COCCO1, O. Product: COc1ccn2c(Cl)c(CCc3ccc4nc(N)oc4c3)nc2c1. RXN SMILES: [C:33](=[O:34])([O-:35])[O-:36].[CH3:46][CH2:47][O:48][C:49](=[O:50])[CH3:51].[Cl:24][N:25]1[C:26](=[O:27])[CH2:28][CH2:29][C:30]1=[O:31].[ClH:32].[K+:37].[K+:38].[NH2:1][c:2]1[o:3][c:4]2[c:5]([n:6]1)[cH:7][cH:8][c:9]([CH2:11][CH2:12][c:13]1[n:14][c:15]3[n:16]([cH:17][cH:18][c:19]([O:21][CH3:22])[cH:20]3)[cH:23]1)[cH:10]2.[O:39]1[CH2:40][CH2:41][O:42][CH2:43][CH2:44]1.[OH2:45]>>[NH2:1][c:2]1[o:3][c:4]2[c:5]([n:6]1)[cH:7][cH:8][c:9]([CH2:11][CH2:12][c:13]1[n:14][c:15]3[n:16]([cH:17][cH:18][c:19]([O:21][CH3:22])[cH:20]3)[c:23]1[Cl:24])[cH:10]2. Starting materials: hydrochloride salt, N(=[N+]=[N-])CC1OC2=C(C1)C=CC=C2C2=CC(=CC=C2)C(F)(F)F ((±)-2-(azidomethyl)-7-[3-(trifluoromethyl)phenyl]-2,3-dihydro-1-benzofuran). Reagents/catalysts: [Pd] (palladium on carbon). Yields the product FC(C=1C=C(C=CC1)C1=CC=CC=2CC(OC21)CN)(F)F ((±)-1-{7-[3-(trifluoromethyl)phenyl]-2,3-dihydro-1-benzofuran-2-yl}methanamine). Isolated yield 69.0%. As a reaction SMILES: [N:1]([CH2:4][CH:5]1[CH2:9][C:8]2[CH:10]=[CH:11][CH:12]=[C:13]([C:14]3[CH:19]=[CH:18][CH:17]=[C:16]([C:20]([F:23])([F:22])[F:21])[CH:15]=3)[C:7]=2[O:6]1)=[N+]=[N-]>[Pd]>[F:22][C:20]([F:21])([F:23])[C:16]1[CH:15]=[C:14]([C:13]2[C:7]3[O:6][CH:5]([CH2:4][NH2:1])[CH2:9][C:8]=3[CH:10]=[CH:11][CH:12]=2)[CH:19]=[CH:18][CH:17]=1. Procedure: Treatment of (±)-{7-[3-(trifluoromethyl)phenyl]-2,3-dihydro-1-benzofuran-2-yl}methyl 4-methylbenzenesulfonate (5.2 g, 11.57 mmol) with sodium azide (3.01 g, 46.3 mmol) generally according to the procedure described for Intermediate 98 gave (±)-2-(azidomethyl)-7-[3-(trifluoromethyl)phenyl]-2,3-dihydro-1-benzofuran. Treatment of the azide with palladium on carbon (0.375 g, 10 wt. %) generally according to the procedure described for Example 1 provided 2.64 g (69%) of (±)-1-{7-[3-(trifluoromethyl)p... Reactants: OBO, Cc1ccc(Br)cc1, CCO, Cc1ccccc1, O=[N+]([O-])c1ccccc1, [Na+], [Na+], O=C([O-])[O-], O, c1ccc(P(c2ccccc2)(c2ccccc2)[Pd](P(c2ccccc2)(c2ccccc2)c2ccccc2)(P(c2ccccc2)(c2ccccc2)c2ccccc2)P(c2ccccc2)(c2ccccc2)c2ccccc2)cc1. Product: Cc1ccc(-c2cccc([N+](=O)[O-])c2)cc1. Reaction SMILES: [BH:1]([OH:2])[OH:3].[Br:20][c:21]1[cH:22][cH:23][c:24]([CH3:27])[cH:25][cH:26]1.[CH3:105][CH2:106][OH:107].[CH3:108][c:109]1[cH:110][cH:111][cH:112][cH:113][cH:114]1.[N+:4](=[O:5])([O-:6])[c:7]1[cH:8][cH:9][cH:10][cH:11][cH:12]1.[Na+:13].[Na+:14].[O-:15][C:16](=[O:17])[O-:18].[OH2:19].[cH:28]1[cH:29][cH:30][c:31]([P:32]([Pd:33]([P:34]([c:35]2[cH:36][cH:37][cH:38][cH:39][cH:40]2)([c:41]2[cH:42][cH:43][cH:44][cH:45][cH:46]2)[c:47]2[cH:48][cH:49][cH:50][cH:51][cH:52]2)([P:53]([c:54]2[cH:55][cH:56][cH:57][cH:58][cH:59]2)([c:60]2[cH:61][cH:62][cH:63][cH:64][cH:65]2)[c:66]2[cH:67][cH:68][cH:69][cH:70][cH:71]2)[P:72]([c:73]2[cH:74][cH:75][cH:76][cH:77][cH:78]2)([c:79]2[cH:80][cH:81][cH:82][cH:83][cH:84]2)[c:85]2[cH:86][cH:87][cH:88][cH:89][cH:90]2)([c:91]2[cH:92][cH:93][cH:94][cH:95][cH:96]2)[c:97]2[cH:98][cH:99][cH:100][cH:101][cH:102]2)[cH:103][cH:104]1>>[N+:4](=[O:5])([O-:6])[c:7]1[cH:8][c:9](-[c:21]2[cH:22][cH:23][c:24]([CH3:27])[cH:25][cH:26]2)[cH:10][cH:11][cH:12]1.